This data is from the Open Reaction Database (ORD), a public repository of structured organic reaction records. The task is: describe an organic reaction: reactants, conditions, products, and yield The reactants are C[C@@H]1C([C@@H](CCC1)C)=NO (cis-2,6-dimethylcyclohexanone oxime), polyphosphoric acid, C([O-])([O-])=O.[Na+].[Na+] (Sodium carbonate), ice water. Run in C=1(C(=CC=CC1)C)C (xylene). Conditions: temperature 100 celsius, time 10 hour. The product is C[C@@H]1C(N[C@@H](CCC1)C)=O (cis-3,7-dimethylhexahydro-1H-azepine-2-one). Reaction SMILES: [CH3:1][C@H:2]1[CH2:7][CH2:6][CH2:5][C@@H:4]([CH3:8])[C:3]1=[N:9]O.C(=O)([O-])[O-:12].[Na+].[Na+]>C1(C)C(C)=CC=CC=1>[CH3:1][C@H:2]1[CH2:7][CH2:6][CH2:5][C@@H:4]([CH3:8])[NH:9][C:3]1=[O:12] |f:1.2.3|. Reported procedure: Into 40 ml of xylene were added 3.1 g of cis-2,6-dimethylcyclohexanone oxime and 12 g of polyphosphoric acid, the mixture was stirred for 10 hours at 100° C. The reaction mixture was cooled to near room temperature, poured into ice-water. Sodium carbonate was added to the mixture, and the mixture was extracted with ethyl acetate three times. The organic layers was washed with a saturated sodium chloride aqueous solution, dried over anhydrous magnesium sulfate and concentrated. The residue was su... Starting materials: C(CCCCCCC)SCCO (2(n-Octylthio)ethanol), N1=CC=CC=C1 (pyridine), C(C(=C)C)(=O)Cl (methacrylyl chloride). Solvent: C1=CC=CC=C1 (benzene). Reaction conditions: temperature 5 celsius, time 3 hour. Yields the product C(C(=C)C)(=O)OCCSCCCCCCCC (2-(n-Octylthio)ethyl methacrylate). The yield is 66.4%. Reaction SMILES: [CH2:1]([S:9][CH2:10][CH2:11][OH:12])[CH2:2][CH2:3][CH2:4][CH2:5][CH2:6][CH2:7][CH3:8].N1C=CC=CC=1.[C:19](Cl)(=[O:23])[C:20]([CH3:22])=[CH2:21]>C1C=CC=CC=1>[C:19]([O:12][CH2:11][CH2:10][S:9][CH2:1][CH2:2][CH2:3][CH2:4][CH2:5][CH2:6][CH2:7][CH3:8])(=[O:23])[C:20]([CH3:22])=[CH2:21]. Procedure: 2(n-Octylthio)ethanol (13.10 grams, 0.0688 mole) and anhydrous pyridine (65.5 grams) were charged to a three-necked flask fitted with a condenser protected with a drying tube, dropping funnel, thermometer and magnetic stirrer. The solution was cooled to 5° C., and methacrylyl chloride (7.20 grams, 0.0688 mole) was then added dropwise over a 26-minute period. The reaction solution was maintained at 9°-11° C. throughout the addition period, and then at 25° C. for another three hours with stirring.... RXN SMILES: Br[C:2]1[CH:7]=[CH:6][CH:5]=[C:4](/[CH:8]=[CH:9]/[CH:10]([OH:19])[CH2:11][CH2:12][CH2:13][CH2:14][CH2:15][CH2:16][CH2:17][CH3:18])[N:3]=1.C([Li])CCC.[CH3:25][O:26][C:27](=[O:33])[CH2:28][CH2:29][CH2:30][CH:31]=[O:32].O>O1CCCC1.ClCCl>[CH3:25][O:26][C:27](=[O:33])[CH2:28][CH2:29][CH2:30][CH:31]([OH:32])[C:2]1[CH:7]=[CH:6][CH:5]=[C:4](/[CH:8]=[CH:9]/[CH:10]([OH:19])[CH2:11][CH2:12][CH2:13][CH2:14][CH2:15][CH2:16][CH2:17][CH3:18])[N:3]=1. Solvent: O1CCCC1 (tetrahydrofuran), ClCCl (dichloromethane), O1CCCC1 (tetrahydrofuran). Product: COC(CCCC(C1=NC(=CC=C1)\C=C\C(CCCCCCCC)O)O)=O ((5RS)-5-Hydroxy-5-{6-[(1E)-(3RS)-3-hydroxy-1-undecenyl]-2-pyridyl}-pentanoic acid methyl ester). The reactants are BrC1=NC(=CC=C1)\C=C\C(CCCCCCCC)O (2-bromo-6-[(1E)-(3RS)-3-hydroxy-1-undecenyl]-pyridine), C(CCC)[Li] (n-butyllithium), O (water), COC(CCCC=O)=O (5-oxo-pentanoic acid methyl ester). Procedure details: A solution of 326 mg of 2-bromo-6-[(1E)-(3RS)-3-hydroxy-1-undecenyl]-pyridine in 5 ml of tetrahydrofuran is mixed with 1.25 ml of n-butyllithium (1.6 molar in hexane) at -78° C. with stirring and under argon atmosphere. After 10 minutes, a solution of 5-oxo-pentanoic acid methyl ester in 1 ml of tetrahydrofuran is added at -78° C. and stirred for 2 hours at this temperature. The reaction mixture is mixed with water, shaken out with dichloromethane, dried on sodium sulfate, concentrated by evapor... Conditions: time 10 minute.